Dataset: the Open Reaction Database (ORD), a public repository of structured organic reaction records. Task: describe an organic reaction: reactants, conditions, products, and yield Reactants: O (water), C(C)OCCCNC(C(CC(C)C)NC1=NC(=NC(=C1)Cl)N1C=NC(=C1)C1=CC(=CC=C1)OC(F)(F)F)=O (4-methyl-2-{6-chloro-2-[4-(3-trifluoromethoxyphenyl)-imidazol-1-yl]-pyrimidin-4-ylamino}pentanoic acid (3-ethoxypropyl)amide), FC(CCCO)(F)F (4,4,4-trifluoro-1-butanol), [H-].[Na+] (NaH). Run in CS(=O)C (dimethylsulfoxide). Product: C(C)OCCCNC(C(CC(C)C)NC1=NC(=NC(=C1)OCCCC(F)(F)F)N1C=NC(=C1)C1=CC=C(C=C1)OC(F)(F)F)=O (4-methyl-2-{6-(4,4,4-trifluorobutoxy)-2-[4-(4-trifluoromethoxyphenyl)-imidazol-1-yl]pyrimidin-4-ylamino}pentanoic acid (3-ethoxypropyl) amide). Reaction SMILES: [CH2:1]([O:3][CH2:4][CH2:5][CH2:6][NH:7][C:8](=[O:38])[CH:9]([NH:14][C:15]1[CH:20]=[C:19](Cl)[N:18]=[C:17]([N:22]2[CH:26]=[C:25]([C:27]3[CH:32]=[CH:31][CH:30]=[C:29](OC(F)(F)F)[CH:28]=3)[N:24]=[CH:23]2)[N:16]=1)[CH2:10][CH:11]([CH3:13])[CH3:12])[CH3:2].[F:39][C:40]([F:46])([F:45])[CH2:41][CH2:42][CH2:43][OH:44].[H-].[Na+].[OH2:49]>CS(C)=O>[CH2:1]([O:3][CH2:4][CH2:5][CH2:6][NH:7][C:8](=[O:38])[CH:9]([NH:14][C:15]1[CH:20]=[C:19]([O:44][CH2:43][CH2:42][CH2:41][C:40]([F:46])([F:45])[F:39])[N:18]=[C:17]([N:22]2[CH:26]=[C:25]([C:27]3[CH:28]=[CH:29][C:30]([O:49][C:40]([F:46])([F:45])[F:39])=[CH:31][CH:32]=3)[N:24]=[CH:23]2)[N:16]=1)[CH2:10][CH:11]([CH3:12])[CH3:13])[CH3:2] |f:2.3|. Procedure details: A solution of 4-methyl-2-{6-chloro-2-[4-(3-trifluoromethoxyphenyl)-imidazol-1-yl]-pyrimidin-4-ylamino}pentanoic acid (3-ethoxypropyl)amide (145 mg), 4,4,4-trifluoro-1-butanol (135 mg) and NaH (37 mg, 60%) in dimethylsulfoxide (10 ml) was stirred at room temperature for 17 hours. The solution was taken up in water, and extracted three times with ethyl acetate. The etyl acetate layers were combined, washed with brine, dried over magnesium sulfate, filtered, and the solvents were removed in vacuo. ... Starting materials: C(C)(C)[N-]C(C)C.[Li+] (lithium diisopropylamide), C(C)OC1=CC(CCC1)=O (3-ethoxy-2-cyclohexen-1-one), BrCCC=C (4-bromo-1-butene), O (water), CN(P(=O)(N(C)C)N(C)C)C (hexamethylphosphoramide). Run in O1CCCC1 (tetrahydrofuran), O1CCCC1 (tetrahydrofuran). Run at time 30 minute. Yields the product C(CC=C)C1CCC(=CC1=O)OCC (6-(3-Butenyl)-3-ethoxy-2-cyclohexen-1-one). Yield: 29.0%. Reaction SMILES: [CH2:1]([O:3][C:4]1[CH2:9][CH2:8][CH2:7][C:6](=[O:10])[CH:5]=1)[CH3:2].C([N-]C(C)C)(C)C.[Li+].CN(C)P(N(C)C)(N(C)C)=O.Br[CH2:31][CH2:32][CH:33]=[CH2:34].O>O1CCCC1>[CH2:34]([CH:7]1[C:6](=[O:10])[CH:5]=[C:4]([O:3][CH2:1][CH3:2])[CH2:9][CH2:8]1)[CH2:33][CH:32]=[CH2:31] |f:1.2|. Procedure details: A solution of 25 g. (0.178 mole) of 3-ethoxy-2-cyclohexen-1-one in 25 ml. of tetrahydrofuran is added dropwise (30 min.) to a -78° C. solution of 0.196 mole of lithium diisopropylamide (from 27.4 ml., 0.196 mole, of diisopropylamine and 85 ml., 0.187 mole, of 2.2 M n-butyl lithium in hexane) in 125 ml. of tetrahydrofuran. The reaction is stirred 30 minutes longer and then 65 ml. (0.374 mole) of hexamethylphosphoramide is added followed by 38.9 ml. (0.383 mole) of 4-bromo-1-butene. The reaction i... Starting materials: N1[C@@H](CCC1=O)C(=O)O (L-pyroglutamic acid), N[C@@H]1C(N(C2=C(C[C@H]1C1=CC=CC=C1)C=CC=C2)CC(=O)N)=O (trans-3-amino-2-oxo-4-phenyl-2,3,4,5-tetrahydro-1H-1-benzazepine-1-acetamide). The solvent is CN(C=O)C (dimethylformamide). Yields the product N1C(=CC2=CC=CC=C12)C(=O)N[C@@H]1C(N(C2=C(C[C@H]1C1=CC=CC=C1)C=CC=C2)CC(=O)N)=O (trans-3-(2-indolecarboxamido)-2-oxo-4-phenyl-2,3,4,5-tetrahydro-1H-1-benzazepine-1-acetamide). RXN SMILES: [NH2:1][C@H:2]1[C@H:8]([C:9]2[CH:14]=[CH:13][CH:12]=[CH:11][CH:10]=2)[CH2:7][C:6]2[CH:15]=[CH:16][CH:17]=[CH:18][C:5]=2[N:4]([CH2:19][C:20]([NH2:22])=[O:21])[C:3]1=[O:23].[NH:24]1[C:28](=O)[CH2:27][CH2:26][C@H:25]1[C:30]([OH:32])=O>CN(C)C=O>[NH:24]1[C:28]2[C:27](=[CH:3][CH:2]=[CH:8][CH:7]=2)[CH:26]=[C:25]1[C:30]([NH:1][C@H:2]1[C@H:8]([C:9]2[CH:14]=[CH:13][CH:12]=[CH:11][CH:10]=2)[CH2:7][C:6]2[CH:15]=[CH:16][CH:17]=[CH:18][C:5]=2[N:4]([CH2:19][C:20]([NH2:22])=[O:21])[C:3]1=[O:23])=[O:32]. Procedure details: In 20 ml of dimethylformamide are dissolved 1.00 g of trans-3-amino-2-oxo-4-phenyl-2,3,4,5-tetrahydro-1H-1-benzazepine-1-acetamide as obtained in (ii) of Example 30 and 0.42 g of L-pyroglutamic acid, and the same reaction and treatment as in Example 3 is carried out to give A isomer (0.41 g) and B isomer (0.42 g) of trans-2-oxo-3-[5-oxo-2(S)-pyrrolidinecarboxamido]-4-phenyl-2,3,4,5-tetrahydro-1H-1-benzazepine-1-acetamide. The reactants are N1N=CC2=CC=CC=C12 (1H-indazole), [H-].[Na+] (NaH), ClC1=NC(=NC=C1)SC (4-Chloro-2-methylthiopyrimidine), 1-(2-methyl-sulfanyl-pyrimidin-4-yl)-H-indazole. The solvent is CN(C)C=O (DMF). Run at temperature 70 celsius, time 2.5 hour. Yields the product CSC1=NC=CC(=N1)N1N=C2C=CC=CC2=C1 (2-(2-methylsulfanyl-pyrimidin-4-yl)-2H-indazole). Yield: 77.8%. Reaction SMILES: [NH:1]1[C:9]2[C:4](=[CH:5][CH:6]=[CH:7][CH:8]=2)[CH:3]=[N:2]1.[H-].[Na+].Cl[C:13]1[CH:18]=[CH:17][N:16]=[C:15]([S:19][CH3:20])[N:14]=1>CN(C=O)C>[CH3:20][S:19][C:15]1[N:16]=[C:17]([N:2]2[CH:3]=[C:4]3[C:9]([CH:8]=[CH:7][CH:6]=[CH:5]3)=[N:1]2)[CH:18]=[CH:13][N:14]=1 |f:1.2|. Procedure: A solution of 1H-indazole (2.36 g, 20.0 mmol) in anhydrous DMF (100 mL) was treated with NaH (60% dispersion in mineral oil, 1.60 g, 40.0 mmol) at RT for 10 min. 4-Chloro-2-methylthiopyrimidine (2.55 ml, 22.0 mmol) was then added in one portion at RT, and the resulting mixture stirred at 70° C. for 2.5 h. The reaction mixture was cooled to RT, quenched with aqueous HCl (1 M), and extracted with EtOAc. The layers were separated, the organic layer washed with brine, dried over anhydrous sodium sul... Yields the product c1cc(NC2CCC3(CC2)OCCO3)[nH]n1. Reactants: c1ccc(Cn2nccc2NC2CCC3(CC2)OCCO3)cc1, CCOC(C)=O, CCO, O=C[O-], [NH4+], [OH-], [OH-], [Pd+2]. RXN SMILES: [CH2:1]([c:2]1[cH:3][cH:4][cH:5][cH:6][cH:7]1)[n:8]1[n:9][cH:10][cH:11][c:12]1[NH:13][CH:14]1[CH2:15][CH2:16][C:17]2([O:18][CH2:19][CH2:20][O:21]2)[CH2:22][CH2:23]1.[CH3:28][CH2:29][O:30][C:31](=[O:32])[CH3:33].[CH3:34][CH2:35][OH:36].[CH:24]([O-:25])=[O:26].[NH4+:27].[OH-:37].[OH-:39].[Pd+2:38]>>[nH:8]1[n:9][cH:10][cH:11][c:12]1[NH:13][CH:14]1[CH2:15][CH2:16][C:17]2([O:18][CH2:19][CH2:20][O:21]2)[CH2:22][CH2:23]1. The reactants are CN(C)CC=O, CCO, [Cl-], CCOP(=O)(CC(=O)Nc1cc2c(Nc3ccc(F)c(Cl)c3)ncnc2cc1OC1CCOC1)OCC, [K+], [Li+], [OH-], O, O=S(O)O. The product is CN(C)CC=CC(=O)Nc1cc2c(Nc3ccc(F)c(Cl)c3)ncnc2cc1OC1CCOC1. Reaction SMILES: [CH3:46][N:47]([CH3:48])[CH2:49][CH:50]=[O:51].[CH3:52][CH2:53][OH:54].[Cl-:39].[Cl:1][c:2]1[cH:3][c:4]([NH:9][c:10]2[n:11][cH:12][n:13][c:14]3[cH:15][c:16]([O:32][CH:33]4[CH2:34][O:35][CH2:36][CH2:37]4)[c:17]([NH:20][C:21](=[O:22])[CH2:23][P:24](=[O:25])([O:26][CH2:27][CH3:28])[O:29][CH2:30][CH3:31])[cH:18][c:19]23)[cH:5][cH:6][c:7]1[F:8].[K+:41].[Li+:38].[OH-:40].[OH2:55].[S:42]([OH:43])([OH:44])=[O:45]>>[Cl:1][c:2]1[cH:3][c:4]([NH:9][c:10]2[n:11][cH:12][n:13][c:14]3[cH:15][c:16]([O:32][CH:33]4[CH2:34][O:35][CH2:36][CH2:37]4)[c:17]([NH:20][C:21](=[O:22])[CH:23]=[CH:50][CH2:49][N:47]([CH3:46])[CH3:48])[cH:18][c:19]23)[cH:5][cH:6][c:7]1[F:8].